describe an organic reaction: reactants, conditions, products, and yield From a dataset of the Open Reaction Database (ORD), a public repository of structured organic reaction records. Starting materials: BrC=1C(=NC(=NC1C)N1C(=CC=C1C)C)Cl (5-bromo-4-chloro-2-(2,5-dimethyl-1H-pyrrol-1-yl)-6-methylpyrimidine), NN (hydrazine). Solvent: CC(=O)N(C)C (dimethyacetamide). As a reaction SMILES: [Br:1][C:2]1[C:3](Cl)=[N:4][C:5]([N:9]2[C:13]([CH3:14])=[CH:12][CH:11]=[C:10]2[CH3:15])=[N:6][C:7]=1[CH3:8].[NH2:17][NH2:18]>CC(N(C)C)=O>[Br:1][C:2]1[C:3]([NH:17][NH2:18])=[N:4][C:5]([N:9]2[C:13]([CH3:14])=[CH:12][CH:11]=[C:10]2[CH3:15])=[N:6][C:7]=1[CH3:8]. Reported procedure: To a microwave vial was added 5-bromo-4-chloro-2-(2,5-dimethyl-1H-pyrrol-1-yl)-6-methylpyrimidine (4.95 g, 16.5 mmol) and hydrazine (0.57 ml, 18.1 mmol) hunig's base 95.74 ml, 32.9 mmol) and dimethyacetamide (24 ml) at R.T. After heating in the microwave for 30 mins at 100° C. The reaction mixture was concentrated under reduced pressure to dryness and the residue was trituarated with 1:1 ethyl acetate:methanol to obtain the desired product as a white solid weighted 2820 mg. The mother liquor was... Product: BrC=1C(=NC(=NC1C)N1C(=CC=C1C)C)NN (1-(5-Bromo-2-(2,5-dimethyl-1H-pyrrol-1-yl)-6-methylpyrimidin-4-yl)hydrazine). Run at temperature 100 celsius. Starting materials: C(CCC)[Li] (n-butyl lithium), solution, O (water), BrC=1SC=CC1CCOCOCCOC (2-bromo-3-[2(methoxyethoxymethoxy)ethyl]thiophene), CSSC (dimethyldisulfide). Procedure details: To a stirred solution of 2-bromo-3-[2(methoxyethoxymethoxy)ethyl]thiophene (51.8 g, 0.175 mol) in anhydrous ether (125 ml) cooled to -70° C. was added n-butyl lithium (109.4 ml of a 1.6M solution in hexane, 0.175 mol) under a nitrogen atmosphere over a 11/2 hour period. A tan suspension resulted which was stirred for an additional 1 hour and then was diluted with dry THF (100 ml) and was passed under nitrogen into a stirred solution of dimethyldisulfide (18.8 g, 0.20 mol) in anhydrous ether (50 ... Conditions: temperature 0 celsius, time 1 hour. Yield: 75.4%. Product: COCCOCOCCC1=C(SC=C1)SC (3-[2-(Methoxyethoxymethoxy)ethyl]-2-methylthiothiophene). The solvent is CCCCCC (hexane), C1CCOC1 (THF), CCOCC (ether), CCOCC (ether). RXN SMILES: Br[C:2]1[S:3][CH:4]=[CH:5][C:6]=1[CH2:7][CH2:8][O:9][CH2:10][O:11][CH2:12][CH2:13][O:14][CH3:15].C([Li])CCC.[CH3:21][S:22]SC.O>CCOCC.CCCCCC.C1COCC1>[CH3:15][O:14][CH2:13][CH2:12][O:11][CH2:10][O:9][CH2:8][CH2:7][C:6]1[CH:5]=[CH:4][S:3][C:2]=1[S:22][CH3:21]. Reactants: BrCC1=C(C(N=C(N1)C=1SC=CN1)C1=C(C=C(C=C1)F)Cl)C(=O)OCC (Ethyl 6-(bromomethyl)-4-(2-chloro-4-fluorophenyl)-2-(thiazol-2-yl)-1,4-dihydropyrimidine-5-carboxylate), Cl.N1CC(OCC1)C(=O)O (morpholine-2-carboxylic acid hydrochloride). Product: ClC1=C(C=CC(=C1)F)C1C(=C(NC(=N1)C=1SC=CN1)CN1CC(OCC1)C(=O)O)C(=O)OCC (4-((6-(2-chloro-4-fluorophenyl)-5-(ethoxycarbonyl)-2-(thiazol-2-yl)-3,6-dihydropyrimidin-4-yl)methyl)morpholine-2-carboxylic acid). The yield is 41.9%. RXN SMILES: Br[CH2:2][C:3]1[NH:8][C:7]([C:9]2[S:10][CH:11]=[CH:12][N:13]=2)=[N:6][CH:5]([C:14]2[CH:19]=[CH:18][C:17]([F:20])=[CH:16][C:15]=2[Cl:21])[C:4]=1[C:22]([O:24][CH2:25][CH3:26])=[O:23].Cl.[NH:28]1[CH2:33][CH2:32][O:31][CH:30]([C:34]([OH:36])=[O:35])[CH2:29]1>>[Cl:21][C:15]1[CH:16]=[C:17]([F:20])[CH:18]=[CH:19][C:14]=1[CH:5]1[N:6]=[C:7]([C:9]2[S:10][CH:11]=[CH:12][N:13]=2)[NH:8][C:3]([CH2:2][N:28]2[CH2:33][CH2:32][O:31][CH:30]([C:34]([OH:36])=[O:35])[CH2:29]2)=[C:4]1[C:22]([O:24][CH2:25][CH3:26])=[O:23] |f:1.2|. Reported procedure: Ethyl 6-(bromomethyl)-4-(2-chloro-4-fluorophenyl)-2-(thiazol-2-yl)-1,4-dihydropyrimidine-5-carboxylate (0.69 g, 1.5 mmol) was reacted with morpholine-2-carboxylic acid hydrochloride (0.3 g, 1.8 mmol) according to the procedure as described in Example 3 to give the title compound as a yellow solid (0.32 g, 42%). The compound was characterized by the following spectroscopic data: